This data is from the Open Reaction Database (ORD), a public repository of structured organic reaction records. The task is: describe an organic reaction: reactants, conditions, products, and yield Starting materials: O=C([O-])[O-], Cc1nc(C(C)(C)NC(=O)c2ccc(Br)c(OCC3CC3)n2)no1, Cc1ccccc1, CCOC(C)=O, Cl, [Cs+], [Cs+], OC1CNC1, O. Product: Cc1nc(C(C)(C)NC(=O)c2ccc(N3CC(O)C3)c(OCC3CC3)n2)no1. As a reaction SMILES: [C:25](=[O:26])([O-:27])[O-:28].[CH3:1][C:2]([CH3:3])([c:4]1[n:5][o:6][c:7]([CH3:9])[n:8]1)[NH:10][C:11](=[O:12])[c:13]1[n:14][c:15]([O:20][CH2:21][CH:22]2[CH2:23][CH2:24]2)[c:16]([Br:19])[cH:17][cH:18]1.[CH3:37][c:38]1[cH:39][cH:40][cH:41][cH:42][cH:43]1.[CH3:44][CH2:45][O:46][C:47](=[O:48])[CH3:49].[ClH:31].[Cs+:29].[Cs+:30].[NH:32]1[CH2:33][CH:34]([OH:36])[CH2:35]1.[OH2:50]>>[CH3:1][C:2]([CH3:3])([c:4]1[n:5][o:6][c:7]([CH3:9])[n:8]1)[NH:10][C:11](=[O:12])[c:13]1[n:14][c:15]([O:20][CH2:21][CH:22]2[CH2:23][CH2:24]2)[c:16]([N:32]2[CH2:33][CH:34]([OH:36])[CH2:35]2)[cH:17][cH:18]1. Reactants: C(=O)(N1C=NC=C1)N1C=NC=C1 (Carbonyldiimidazole), N1C=C(C2=CC=CC=C12)SC1=C(C(=O)O)C=CC=C1 (2-(1H-indol-3-ylsulfanyl)benzoic acid), CN (Methyl amine). The solvent is C1CCOC1 (THF). Reaction conditions: time 16 hour. The product is N1C=C(C2=CC=CC=C12)SC1=C(C(=O)NC)C=CC=C1 (2-(1H-Indol-3-ylsulfanyl)-N-methyl benzamide). As a reaction SMILES: [C:1](N1C=CN=C1)([N:3]1C=CN=C1)=O.[NH:13]1[C:21]2[C:16](=[CH:17][CH:18]=[CH:19][CH:20]=2)[C:15]([S:22][C:23]2[CH:31]=[CH:30][CH:29]=[CH:28][C:24]=2[C:25](O)=[O:26])=[CH:14]1.CN>C1COCC1>[NH:13]1[C:21]2[C:16](=[CH:17][CH:18]=[CH:19][CH:20]=2)[C:15]([S:22][C:23]2[CH:31]=[CH:30][CH:29]=[CH:28][C:24]=2[C:25]([NH:3][CH3:1])=[O:26])=[CH:14]1. Reported procedure: Carbonyldiimidazole (11 mmol) was added to a solution of 2-(1H-indol-3-ylsulfanyl)benzoic acid (Hamel, P.; Girard, M.; Tsou, N. N.; J. Heterocycl. Chem. 36, 1999, 643-652) (10 mmol) in dry THF (200 mL) and refluxed for 60 minutes under argon. Methyl amine (1M in THF; 40 ml) was added slowly to the reaction mixture and the mixture was stirred at room temperature for 16 hours. The mixture was evaporated in vacuo and the product purified by column chromatography on silica gel using ethyl acetate as... Reactants: Grignard reagent, C1(=C(C(=CC(=C1)C)C)C(=O)OCC=C(C)C)C (γ,γ -dimethylallyl mesitoate), 2, [Mg] (magnesium). Run in CCOCC (ether), C(C)OCC (diethyl ether), CCOCC (ether). Run at time 2 hour. Yields the product CC(=CCCC1(C2CC3C1(C3C2)C)C)C (ALPHA-SANTALENE). Yield: 30.3%. Reaction SMILES: [Mg].[C:2]1([CH3:18])[CH:7]=[C:6](C)[CH:5]=[C:4]([CH3:9])[C:3]=1[C:10](OCC=C(C)C)=O>C(OCC)C>[CH3:7][C:2]([CH3:18])=[CH:3][CH2:4][CH2:5][C:4]1([CH3:9])[C:3]2([CH3:10])[CH:2]3[CH2:18][CH:5]1[CH2:6][CH:7]23. Procedure: 10 grams (0.046 moles) of π-bromotricyclene having the structure: ##STR61## prepared according to the process of Corey et al., J. Am. Chem. Soc. 79, 5773 (1957) in 500 ml of absolute diethyl ether is added to 70 g (2.9 moles) of magnesium in 100 ml of ether during 7 hours. The mixture is heated at reflux for an additional 1.5 hours. The Grignard reagent is filtered through a glass-wood plug into γ,γ -dimethylallyl mesitoate (12.8 g., 0.055 mole, b.p. 95°-100° (0.1 mm.)) in 50 ml of ether. The ti... The reactants are CC1=CC(=NC(=C1)C)NCCCOC1=CC2=C(CC(C(N(C2)C)=O)CC(=O)OC)C=C1 (methyl (±)-8-[3-[(4,6-dimethylpyridin-2-yl)amino]-1-propyloxy]-2-methyl-3-oxo-2,3,4,5-tetrahydro-1H-2-benzazepine-4-acetate), N1=C(C=CC=C1)NCCCOC1=CC2=C(CC(C(NC2)=O)CC(=O)OCC)C=C1 (ethyl (±)-8-[3-(2-pyridylamino)-1-propyloxy]-3-oxo-2,3,4,5-tetrahydro-1H-2-benzazepine-4-acetate), Cl (HCl). Solvent: O (H2O). The product is CC1=CC(=NC(=C1)C)NCCCOC1=CC2=C(CC(C(N(C2)C)=O)CC(=O)O)C=C1 ((±)-8-[3-(4,6-Dimethylpyridin-2-ylamino)-1-propyloxy]-2-methyl-3-oxo-2,3,4,5-tetrahydro-1H-2-benzazepine-4-acetic acid). As a reaction SMILES: [CH3:1][C:2]1[CH:7]=[C:6]([CH3:8])[N:5]=[C:4]([NH:9][CH2:10][CH2:11][CH2:12][O:13][C:14]2[CH:31]=[CH:30][C:17]3[CH2:18][CH:19]([CH2:25][C:26]([O:28]C)=[O:27])[C:20](=[O:24])[N:21]([CH3:23])[CH2:22][C:16]=3[CH:15]=2)[CH:3]=1.N1C=CC=CC=1NCCCOC1C=CC2CC(CC(OCC)=O)C(=O)NCC=2C=1.Cl>O>[CH3:1][C:2]1[CH:7]=[C:6]([CH3:8])[N:5]=[C:4]([NH:9][CH2:10][CH2:11][CH2:12][O:13][C:14]2[CH:31]=[CH:30][C:17]3[CH2:18][CH:19]([CH2:25][C:26]([OH:28])=[O:27])[C:20](=[O:24])[N:21]([CH3:23])[CH2:22][C:16]=3[CH:15]=2)[CH:3]=1. Procedure details: According to the procedure of Example 1(c), except substituting methyl (±)-8-[3-[(4,6-dimethylpyridin-2-yl)amino]-1-propyloxy]-2-methyl-3-oxo-2,3,4,5-tetrahydro-1H-2-benzazepine-4-acetate for the ethyl (±)-8-[3-(2-pyridylamino)-1-propyloxy]-3-oxo-2,3,4,5-tetrahydro-1H-2-benzazepine-4-acetate, the title compound was prepared as a white solid: MS (ES) m/e 412.2 (M+H)+. Anal. Calcd for C23H29N3O4.0.5 HCl. 0.25 H2O: C, 63.62; H, 6.96; N, 9.68. Found: C, 63.62; H, 6.96; N, 9.69. Starting materials: COC1=C(C=CC(=C1)B1OC(C(O1)(C)C)(C)C)O (2-methoxy-4-(4,4,5,5-tetramethyl-1,3,2-dioxaborolan-2-yl)phenol), BrC=1C=C(C(=NC1)N)C=1OC=2C(=NC=CC2)N1 (5-bromo-3-oxazolo[4,5-b]pyridin-2-yl-pyridin-2-amine), [F-].[Cs+] (caesium fluoride). Reaction conditions: temperature 120 celsius, time 30 minute. The yield is 87.1%. Solvent: CO (methanol). Reagents/catalysts: [Pd](Cl)Cl.C1(=CC=CC=C1)P(C1=CC=CC=C1)C1=CC=CC=C1.C1(=CC=CC=C1)P(C1=CC=CC=C1)C1=CC=CC=C1 (bis(triphenylphosphine) palladium chloride). Reaction SMILES: [CH3:1][O:2][C:3]1[CH:8]=[C:7](B2OC(C)(C)C(C)(C)O2)[CH:6]=[CH:5][C:4]=1[OH:18].Br[C:20]1[CH:21]=[C:22]([C:27]2[O:28][C:29]3[C:30]([N:35]=2)=[N:31][CH:32]=[CH:33][CH:34]=3)[C:23]([NH2:26])=[N:24][CH:25]=1.[F-].[Cs+]>CO.[Pd](Cl)Cl.C1(P(C2C=CC=CC=2)C2C=CC=CC=2)C=CC=CC=1.C1(P(C2C=CC=CC=2)C2C=CC=CC=2)C=CC=CC=1>[NH2:26][C:23]1[N:24]=[CH:25][C:20]([C:7]2[CH:6]=[CH:5][C:4]([OH:18])=[C:3]([O:2][CH3:1])[CH:8]=2)=[CH:21][C:22]=1[C:27]1[O:28][C:29]2[C:30]([N:35]=1)=[N:31][CH:32]=[CH:33][CH:34]=2 |f:2.3,5.6.7|. Procedure details: A mixture of 2-methoxy-4-(4,4,5,5-tetramethyl-1,3,2-dioxaborolan-2-yl)phenol (90 mg), 5-bromo-3-oxazolo[4,5-b]pyridin-2-yl-pyridin-2-amine (100 mg), caesium fluoride (0.038 g) and bis(triphenylphosphine) palladium chloride (12.06 mg) were suspended in methanol (2 ml) and sealed into a microwave tube. The reaction was degassed, purged with nitrogen and heated to 120° C. over a period of 20 minutes in the microwave reactor. The solvent was removed; the residue was diluted with water (20 ml) and st... Yields the product NC1=C(C=C(C=N1)C1=CC(=C(C=C1)O)OC)C=1OC=2C(=NC=CC2)N1 (4-(6-amino-5-(oxazolo[4,5-b]pyridin-2-yl)pyridin-3-yl)-2-methoxyphenol). Reactants: Cc1ccccc1, CN1C(=O)CNC(=O)c2cc(Cl)ccc21, N#N, O=P(Cl)(Cl)Cl. Product: CN1C(=O)CN=C(Cl)c2cc(Cl)ccc21. RXN SMILES: [CH3:23][c:24]1[cH:25][cH:26][cH:27][cH:28][cH:29]1.[Cl:3][c:4]1[cH:5][c:6]2[c:7]([cH:16][cH:17]1)[N:8]([CH3:15])[C:9](=[O:14])[CH2:10][NH:11][C:12]2=[O:13].[N:1]#[N:2].[P:18]([Cl:19])([Cl:20])([Cl:21])=[O:22]>>[Cl:3][c:4]1[cH:5][c:6]2[c:7]([cH:16][cH:17]1)[N:8]([CH3:15])[C:9](=[O:14])[CH2:10][N:11]=[C:12]2[Cl:20]. Starting materials: [BH4-].[Na+] (sodium borohydride), C(C)(C)(C)OC(=O)N1C[C@H](CC1)C(CC(C)C)=O ((S)-3-(3-methylbutanoyl)-pyrrolidine-1-carboxylic acid tert-butyl ester), [BH4-].[Na+] (sodium borohydride). Solvent: CO (methanol). Reaction conditions: time 8 hour. The product is C(C)(C)(C)OC(=O)N1C[C@H](CC1)C(CC(C)C)O ((3S)-3-(1-hydroxy-3-methyl-butyl)-pyrrolidine-1-carboxylic acid tert-butyl ester). RXN SMILES: [BH4-].[Na+].[C:3]([O:7][C:8]([N:10]1[CH2:14][CH2:13][C@H:12]([C:15](=[O:20])[CH2:16][CH:17]([CH3:19])[CH3:18])[CH2:11]1)=[O:9])([CH3:6])([CH3:5])[CH3:4]>CO>[C:3]([O:7][C:8]([N:10]1[CH2:14][CH2:13][C@H:12]([CH:15]([OH:20])[CH2:16][CH:17]([CH3:18])[CH3:19])[CH2:11]1)=[O:9])([CH3:6])([CH3:5])[CH3:4] |f:0.1|. Reported procedure: Add sodium borohydride (15.2 g, 423 mmol) to a solution of (S)-3-(3-methylbutanoyl)-pyrrolidine-1-carboxylic acid tert-butyl ester (21.6 g, 84.6 mmol) in methanol (500 mL) portion wise and stir at room temperature overnight. Add another equivalent of sodium borohydride (3.04 g, 84.6 mmol). Stir for another 2 hours, evaporate the methanol to half the volume, add brine and extract with EtOAc. Dry the combined organic phases (MgSO4), filter and concentrate under reduced pressure. Separate the diast... The reactants are O=C(Cl)c1ccc(I)cc1, CCOC(=O)CCC(N)C(=O)OCC. The product is CCOC(=O)CCC(NC(=O)c1ccc(I)cc1)C(=O)OCC. RXN SMILES: [I:1][c:2]1[cH:3][cH:4][c:5]([C:6](=[O:7])[Cl:8])[cH:9][cH:10]1.[NH2:11][CH:12]([CH2:13][CH2:14][C:15](=[O:16])[O:17][CH2:18][CH3:19])[C:20](=[O:21])[O:22][CH2:23][CH3:24]>>[I:1][c:2]1[cH:3][cH:4][c:5]([C:6](=[O:7])[NH:11][CH:12]([CH2:13][CH2:14][C:15](=[O:16])[O:17][CH2:18][CH3:19])[C:20](=[O:21])[O:22][CH2:23][CH3:24])[cH:9][cH:10]1. Starting materials: CCOC(=O)Cc1cccc(Br)c1, CC1(C)CCC(=O)c2cc(Br)ccc21, CC(C)C[Al+]CC(C)C, [CH3], [H-], [H][H]. Product: O=CCc1cccc(Br)c1. As a reaction SMILES: [Br:18][c:19]1[cH:20][c:21]([CH2:25][C:26](=[O:27])[O:28][CH2:29][CH3:30])[cH:22][cH:23][cH:24]1.[Br:4][c:5]1[cH:6][c:7]2[c:8]([cH:16][cH:17]1)[C:9]([CH3:10])([CH3:11])[CH2:12][CH2:13][C:14]2=[O:15].[CH2:32]([Al+:33][CH2:34][CH:35]([CH3:36])[CH3:37])[CH:38]([CH3:39])[CH3:40].[CH3:1].[H-:31].[H:2][H:3]>>[Br:18][c:19]1[cH:20][c:21]([CH2:25][CH:26]=[O:27])[cH:22][cH:23][cH:24]1. Reactants: NC=1NC(C2=C(N1)N(C=C2C)[C@H]2[C@](OC)([C@H](OCC1=C(C=C(C=C1)Cl)Cl)[C@H](O2)COCC2=C(C=C(C=C2)Cl)Cl)C)=O (2-Amino-7-[3,5-bis-O-(2,4-dichlorophenylmethyl)-2-C,2-O-dimethyl-β-D-ribofuranosyl]-5-methyl-7H-pyrrolo[2,3-d]pyrimidine-4(3H)-one). The reagents and catalysts are [Pd] (Pd/C). Solvent: CO (MeOH), CCN(CC)CC (Et3N). Run at time 1.5 day. The product is NC=1NC(C2=C(N1)N(C=C2C)[C@H]2[C@](OC)([C@H](O)[C@H](O2)COCC2=CC=CC=C2)C)=O (2-amino-5-methyl-7-(5-O-benzyl-2-C,2-O-dimethyl-β-D-ribofuranosyl)-7H-pyrrolo[2,3-d]pyrimidin-4(3H)-one). RXN SMILES: [NH2:1][C:2]1[NH:3][C:4](=[O:41])[C:5]2[C:10]([CH3:11])=[CH:9][N:8]([C@@H:12]3[O:28][C@H:27]([CH2:29][O:30][CH2:31][C:32]4[CH:37]=[CH:36][C:35](Cl)=[CH:34][C:33]=4Cl)[C@@H:16]([O:17]CC4C=CC(Cl)=CC=4Cl)[C@@:13]3([CH3:40])[O:14][CH3:15])[C:6]=2[N:7]=1>CO.CCN(CC)CC.[Pd]>[NH2:1][C:2]1[NH:3][C:4](=[O:41])[C:5]2[C:10]([CH3:11])=[CH:9][N:8]([C@@H:12]3[O:28][C@H:27]([CH2:29][O:30][CH2:31][C:32]4[CH:33]=[CH:34][CH:35]=[CH:36][CH:37]=4)[C@@H:16]([OH:17])[C@@:13]3([CH3:40])[O:14][CH3:15])[C:6]=2[N:7]=1. Reported procedure: A mixture of the product from Step C (64 mg, 0.1 mmol) in MeOH (5 mL) and Et3N (0.2 mL) and 10% Pd/C (24 mg) was hydrogenated on a Parr hydrogenator at 50 psi at r.t. for 1.5 days, then filtered through a Celite pad which was thoroughly washed with MeOH. The combined filtrate was evaporated and the residue purified on a silica gel column (3×4 cm) with CH2Cl2/MeOH (30/1, 20/1) as eluent to yield 2-amino-5-methyl-7-(5-O-benzyl-2-C,2-O-dimethyl-β-D-ribofuranosyl)-7H-pyrrolo[2,3-d]pyrimidin-4(3H)-on...